Dataset: the Open Reaction Database (ORD), a public repository of structured organic reaction records. Task: describe an organic reaction: reactants, conditions, products, and yield Reactants: O[C@@H]1[C@H](O)[C@@H](O)[C@H](O)[C@H](O1)CO (α-D-glucose), S(O)(O)(=O)=O (sulfuric acid), C1(CCCCC1)=O (cyclohexanone). Conditions: temperature 20 celsius, time 12 hour. Product: C1CCC2(CC1)OCC(O2)[C@@H]3[C@@H]([C@@H]4[C@H](O3)OC5(O4)CCCCC5)O (1,2:5,6-Di-O-cyclohexylidene-α-D-glucofuranose). Isolated yield 29.0%. As a reaction SMILES: [OH:1][C@H:2]1[O:10][C@H:9]([CH2:11][OH:12])[C@@H:7]([OH:8])[C@H:5]([OH:6])[C@H:3]1[OH:4].S(=O)(=O)(O)O.[C:18]1(=O)[CH2:23][CH2:22][CH2:21][CH2:20][CH2:19]1>>[CH2:18]1[CH2:23][CH2:22][C:21]2([O:8][CH:7]([C@H:9]3[O:10][C@@H:2]4[O:1][C:18]5([CH2:23][CH2:22][CH2:21][CH2:20][CH2:19]5)[O:4][C@@H:3]4[C@H:11]3[OH:12])[CH2:5][O:6]2)[CH2:20][CH2:19]1. Procedure: DCG was prepared according to the procedure described in J. Am. Chem. Soc., 1949, 71, 3072. A mixture of 90 g of α-D-glucose, 200 mL of cyclohexanone and 13 mL of sulfuric acid was allowed to stir at 20° C. for 12 h to afford 43.9 g (29%) of the above-titled compound, after two crystallizations: mp.=130.5-131.5° C. (lit. 131.1-132.4° C.). The reactants are BrC=1C=NC=CC1 (3-bromopyridine), NC=1C=NC=CC1 (3-aminopyridine), CC(C)([O-])C.[Na+] (sodium t-butoxide), tris(dibenylideneacetone) dipalladium(0). Solvent: C1(=CC=CC=C1)C (toluene), C(Cl)Cl (methylene chloride). The yield is 84.4%. Yields the product N1=CC(=CC=C1)NC=1C=NC=CC1 (N-pyridin-3-ylpyridin-3-amine). Run at time 15 hour. Procedure: To a solution of 3-bromopyridine (4.75 gm, 30 mmol) and 3-aminopyridine (1.88 gm, 20 mmol) in dry toluene (8 mL) was added sodium t-butoxide (2.3 gm, 24 mmol), tris(dibenylideneacetone) dipalladium(0) (63 mg, 0.069 mmol), and 9,9-dimethyl-4,5-bis(diphenylphosphino)xanthene (XANTPHOS) (183 mg, 0.317 mmol). The vessel was capped with a septum, degassed (3×), and heated at 100 C for ˜24 hours. The cooled reaction was diluted with methylene chloride, washed with NaHCO3 solution, water, and the organ... Reagents/catalysts: CC1(C2=CC=CC(=C2OC=2C(=CC=CC12)P(C1=CC=CC=C1)C1=CC=CC=C1)P(C1=CC=CC=C1)C1=CC=CC=C1)C (9,9-dimethyl-4,5-bis(diphenylphosphino)xanthene). RXN SMILES: Br[C:2]1[CH:3]=[N:4][CH:5]=[CH:6][CH:7]=1.[NH2:8][C:9]1[CH:10]=[N:11][CH:12]=[CH:13][CH:14]=1.CC(C)([O-])C.[Na+]>C1(C)C=CC=CC=1.C(Cl)Cl.CC1(C)C2C=CC=C(P(C3C=CC=CC=3)C3C=CC=CC=3)C=2OC2C1=CC=CC=2P(C1C=CC=CC=1)C1C=CC=CC=1>[N:4]1[CH:5]=[CH:6][CH:7]=[C:2]([NH:8][C:9]2[CH:10]=[N:11][CH:12]=[CH:13][CH:14]=2)[CH:3]=1 |f:2.3|.